Dataset: the Open Reaction Database (ORD), a public repository of structured organic reaction records. Task: describe an organic reaction: reactants, conditions, products, and yield Starting materials: CCOC(C)=O, CCO, [H][H], CC1CC2C(C(O)CC3(C)C2CCC3(O)C(=O)CO)C2(C)C=CC(=O)C=C12. Yields the product CC1CC2C(C(O)CC3(C)C2CCC3(O)C(=O)CO)C2(C)CCC(=O)C=C12. As a reaction SMILES: [CH3:30][CH2:31][O:32][C:33]([CH3:34])=[O:35].[CH3:36][CH2:37][OH:38].[H:28][H:29].[OH:1][CH:2]1[CH2:3][C:4]2([CH3:27])[C:5]([C:22]([CH2:23][OH:24])=[O:25])([OH:26])[CH2:6][CH2:7][CH:8]2[CH:9]2[CH2:10][CH:11]([CH3:21])[C:12]3=[CH:13][C:14](=[O:20])[CH:15]=[CH:16][C:17]3([CH3:19])[CH:18]12>>[OH:1][CH:2]1[CH2:3][C:4]2([CH3:27])[C:5]([C:22]([CH2:23][OH:24])=[O:25])([OH:26])[CH2:6][CH2:7][CH:8]2[CH:9]2[CH2:10][CH:11]([CH3:21])[C:12]3=[CH:13][C:14](=[O:20])[CH2:15][CH2:16][C:17]3([CH3:19])[CH:18]12. The solvent is C(=O)([O-])[O-].[Na+].[Na+] (Na2CO3), O1CCOCC1 (dioxane). The reactants are NC=1C(=NC(=C(N1)Cl)C1=CN(C(C=C1)=O)C(C)C)C(=O)N (3-amino-5-chloro-6-(1-isopropyl-6-oxo-1,6-dihydro-3-pyridyl)-2-pyrazinecarboxamide), COC1=CC=C(C=C1)B(O)O ((4-methoxyphenyl)boronic acid), O (Water), CCOC(=O)C (EtOAc). Procedure details: A mixture of 3-amino-5-chloro-6-(1-isopropyl-6-oxo-1,6-dihydro-3-pyridyl)-2-pyrazinecarboxamide (500 mg), (4-methoxyphenyl)boronic acid (740 mg), and Pd(PPh3)4 (56.3 mg) in 2M aq. Na2CO3 (3.25 ml) and dioxane (20 ml) was refluxed for 3 hours. Water (40 ml) and of EtOAc (30 ml) were poured into the reaction mixture and the aqueous solution was extracted with EtOAc. The organic layer was washed with water and brine, and dried over MgSO4. After filtration, the solvent was removed under reduced pres... Yields the product NC=1C(=NC(=C(N1)C1=CC=C(C=C1)OC)C1=CN(C(C=C1)=O)C(C)C)C(=O)N (3-amino-6-(1-isopropyl-6-oxo-1,6-dihydro-3-pyridyl)-5-(4-methoxyphenyl)-2-pyrazinecarboxamide). The reagents and catalysts are C=1C=CC(=CC1)[P](C=2C=CC=CC2)(C=3C=CC=CC3)[Pd]([P](C=4C=CC=CC4)(C=5C=CC=CC5)C=6C=CC=CC6)([P](C=7C=CC=CC7)(C=8C=CC=CC8)C=9C=CC=CC9)[P](C=1C=CC=CC1)(C=1C=CC=CC1)C=1C=CC=CC1 (Pd(PPh3)4). Isolated yield 83.1%. As a reaction SMILES: [NH2:1][C:2]1[C:3]([C:19]([NH2:21])=[O:20])=[N:4][C:5]([C:9]2[CH:14]=[CH:13][C:12](=[O:15])[N:11]([CH:16]([CH3:18])[CH3:17])[CH:10]=2)=[C:6](Cl)[N:7]=1.[CH3:22][O:23][C:24]1[CH:29]=[CH:28][C:27](B(O)O)=[CH:26][CH:25]=1.O.CCOC(C)=O>C([O-])([O-])=O.[Na+].[Na+].O1CCOCC1.C1C=CC([P]([Pd]([P](C2C=CC=CC=2)(C2C=CC=CC=2)C2C=CC=CC=2)([P](C2C=CC=CC=2)(C2C=CC=CC=2)C2C=CC=CC=2)[P](C2C=CC=CC=2)(C2C=CC=CC=2)C2C=CC=CC=2)(C2C=CC=CC=2)C2C=CC=CC=2)=CC=1>[NH2:1][C:2]1[C:3]([C:19]([NH2:21])=[O:20])=[N:4][C:5]([C:9]2[CH:14]=[CH:13][C:12](=[O:15])[N:11]([CH:16]([CH3:18])[CH3:17])[CH:10]=2)=[C:6]([C:27]2[CH:28]=[CH:29][C:24]([O:23][CH3:22])=[CH:25][CH:26]=2)[N:7]=1 |f:4.5.6,^1:55,57,76,95|.